This data is from the Open Reaction Database (ORD), a public repository of structured organic reaction records. The task is: describe an organic reaction: reactants, conditions, products, and yield Reactants: C(#N)CC(=O)OCC (ethyl cyanoacetate), Grignard reagent, BrC1=CC=C(C=C1)C(F)(F)F (p-bromobenzotrifluoride), [Mg] (magnesium), resultant mixture. The solvent is CCOCC (ether). Product: NC(=CC(=O)OCC)C1=CC=C(C=C1)C(F)(F)F (Ethyl β-Amino-p-Trifluoromethylcinnamate). The yield is 87.4%. Reaction SMILES: Br[C:2]1[CH:7]=[CH:6][C:5]([C:8]([F:11])([F:10])[F:9])=[CH:4][CH:3]=1.[Mg].[C:13]([CH2:15][C:16]([O:18][CH2:19][CH3:20])=[O:17])#[N:14]>CCOCC>[NH2:14][C:13]([C:2]1[CH:7]=[CH:6][C:5]([C:8]([F:11])([F:10])[F:9])=[CH:4][CH:3]=1)=[CH:15][C:16]([O:18][CH2:19][CH3:20])=[O:17]. Reported procedure: To the Grignard reagent prepared from 98 g (0.436 mol) of p-bromobenzotrifluoride and 10.59 g (0.436 mol) of magnesium in ether was added 24.65 g (0.218 mol) of ethyl cyanoacetate dropwise with stirring and cooling in an ice bath. The resultant mixture was stirred at reflux for 24 hours. The usual workup gave 49.4 g of dark red-brown residue; distillation of this material gave 16.73 g (30%) of product, boiling point 120°-123° (0.15 torr). The reactants are OC1=CC(=CC=2C(C3=CC=CC(=C3C(C12)=O)O)=O)C(=O)O (9,10-dihydro-4,5-dihydroxy-9,10-dioxoanthracene-2-carboxylic acid), S(=O)(=O)(OC)OC (dimethyl sulphate), C([O-])([O-])=O.[K+].[K+] (potassium carbonate), CC(=O)C (acetone), O1CCOCC1 (dioxan). Product: COC1=CC(=CC=2C(C3=CC=CC(=C3C(C12)=O)OC)=O)C(=O)OC (Methyl 9,10-dihydro-4,5-dimethoxy-9,10-dioxoanthracene-2-carboxylate). RXN SMILES: [OH:1][C:2]1[C:15]2[C:14](=[O:16])C3[C:8](=[CH:9][CH:10]=[CH:11]C=3O)[C:7](=[O:18])[C:6]=2[CH:5]=[C:4]([C:19]([OH:21])=O)[CH:3]=1.S([O:27][CH3:28])(OC)(=O)=O.[C:29](=O)([O-])[O-].[K+].[K+].CC(C)=O.O1[CH2:44][CH2:43][O:42][CH2:41]C1>>[CH3:29][O:1][C:2]1[C:15]2[C:14](=[O:16])[C:44]3[C:8](=[CH:9][CH:10]=[CH:11][C:43]=3[O:42][CH3:41])[C:7](=[O:18])[C:6]=2[CH:5]=[C:4]([C:19]([O:27][CH3:28])=[O:21])[CH:3]=1 |f:2.3.4|. Procedure: A mixture of 9,10-dihydro-4,5-dihydroxy-9,10-dioxoanthracene-2-carboxylic acid (28.4 g), dimethyl sulphate (59 ml; 79 g) and anhydrous potassium carbonate (207 g) in `Drierire` dried acetone (1350 ml) and dioxan (1200 ml) was heated at reflux for 17 hours, with mechanical stirring. After allowing to cool, the suspension was filtered and the filter contents were washed with hot dioxan (5×50 ml). Reactants: OOS(=O)[O-].[K+] (Oxone), C1(=CC=CC=C1)C1=NNC(=C1C1=CC=CC=C1)C1=CC=CC=C1.C=CCCCCCCCCC (3,4,5-triphenyl-lH-pyrazole 1-undecene), CO (methanol). Run in ClCCl (dichloromethane). Conditions: temperature -78 celsius. The product is C1(=CC=CC=C1)C1=NN(C(=C1C1=CC=CC=C1)C1=CC=CC=C1)CCCCCCCCCC=O (3,4,5-triphenyl-lH-pyrazole-1-decanal). The yield is 43.3%. Reaction SMILES: OOS([O-])=O.[K+].[C:7]1([C:13]2[C:17]([C:18]3[CH:23]=[CH:22][CH:21]=[CH:20][CH:19]=3)=[C:16]([C:24]3[CH:29]=[CH:28][CH:27]=[CH:26][CH:25]=3)[NH:15][N:14]=2)[CH:12]=[CH:11][CH:10]=[CH:9][CH:8]=1.[CH2:30]=[CH:31][CH2:32][CH2:33][CH2:34][CH2:35][CH2:36][CH2:37][CH2:38][CH2:39]C.C[OH:42]>ClCCl>[C:7]1([C:13]2[C:17]([C:18]3[CH:23]=[CH:22][CH:21]=[CH:20][CH:19]=3)=[C:16]([C:24]3[CH:25]=[CH:26][CH:27]=[CH:28][CH:29]=3)[N:15]([CH2:30][CH2:31][CH2:32][CH2:33][CH2:34][CH2:35][CH2:36][CH2:37][CH2:38][CH:39]=[O:42])[N:14]=2)[CH:12]=[CH:11][CH:10]=[CH:9][CH:8]=1 |f:0.1,2.3|. Reported procedure: Oxone was bubbled through a solution of 3,4,5-triphenyl-lH-pyrazole-1-undecene (6.78 g, 15 mmol) in dichloromethane (175 mL) and methanol (0.73 g, 22 mmol) maintained at -78° C. for 1.5 hours. The ozone supply was removed, dimethylsulfide (30 mL) added and the mixture allowed to warm to room temperature over 2 hours. The solution was dried over sodium sulfate, concentrated in vacuo and the residue chromatographed on a column of silica gel. Elution with a mixture of hexane and ethyl acetate (9:1)...